The task is: describe an organic reaction: reactants, conditions, products, and yield. This data is from the Open Reaction Database (ORD), a public repository of structured organic reaction records. Starting materials: C1(C=2C(C(N1[C@@H]1C(N([C@@H]1\C=C\C1=CC=CC=C1)[Si](C)(C)C(C)(C)C)=O)=O)=CC=CC2)=O (cis-3-phthalimido-4-(E)-styryl-1-(tert-butyldimethylsilyl)-2-oxoazetidine), CNN (methylhydrazine). Solvent: C(OC)COC (dimethoxyethane). Conditions: time 30 minute. Product: N[C@@H]1C(N([C@@H]1\C=C\C1=CC=CC=C1)[Si](C)(C)C(C)(C)C)=O (cis-3-amino-4-(E)-styryl-1-(tert-butyldimethylsilyl)-2-oxoazetidine). RXN SMILES: C1(=O)[N:5]([C@H:6]2[C@@H:9](/[CH:10]=[CH:11]/[C:12]3[CH:17]=[CH:16][CH:15]=[CH:14][CH:13]=3)[N:8]([Si:18]([C:21]([CH3:24])([CH3:23])[CH3:22])([CH3:20])[CH3:19])[C:7]2=[O:25])C(=O)C2=CC=CC=C12.CNN>C(COC)OC>[NH2:5][C@H:6]1[C@@H:9](/[CH:10]=[CH:11]/[C:12]2[CH:17]=[CH:16][CH:15]=[CH:14][CH:13]=2)[N:8]([Si:18]([C:21]([CH3:23])([CH3:22])[CH3:24])([CH3:20])[CH3:19])[C:7]1=[O:25]. Reported procedure: In 5 ml of dimethoxyethane is suspended 440 mg of cis-3-phthalimido-4-(E)-styryl-1-(tert-butyldimethylsilyl)-2-oxoazetidine and after addition of 0.26 ml of methylhydrazine, the mixture is stirred at room temperature for 30 minutes. The solvent is then distilled off under reduced pressure and the residue is dissolved by addition of 5 ml of methylene chloride and allowed to stand overnight. The precipitate is filtered off and the filtrate is concentrated under reduced pressure. The residue is pur...